Dataset: the Open Reaction Database (ORD), a public repository of structured organic reaction records. Task: describe an organic reaction: reactants, conditions, products, and yield The reactants are CN(C)c1ccncc1, NC(CCCO)c1ccccc1, O=C1OC(=O)c2ccccc21, C1COCCO1. The product is O=C1c2ccccc2C(=O)N1C(CCCO)c1ccccc1. Reaction SMILES: [CH3:24][N:25]([CH3:26])[c:27]1[cH:28][cH:29][n:30][cH:31][cH:32]1.[NH2:1][CH:2]([CH2:3][CH2:4][CH2:5][OH:6])[c:7]1[cH:8][cH:9][cH:10][cH:11][cH:12]1.[O:13]=[C:14]1[O:15][C:16](=[O:17])[c:18]2[cH:19][cH:20][cH:21][cH:22][c:23]21.[O:33]1[CH2:34][CH2:35][O:36][CH2:37][CH2:38]1>>[N:1]1([CH:2]([CH2:3][CH2:4][CH2:5][OH:6])[c:7]2[cH:8][cH:9][cH:10][cH:11][cH:12]2)[C:14](=[O:13])[c:23]2[c:18]([cH:19][cH:20][cH:21][cH:22]2)[C:16]1=[O:15]. Starting materials: O=C([O-])[O-], CC#N, COC(=O)Cl, N=C1SCCN1Cc1ccc(Cl)nc1, [K+], [K+]. Product: COC(=O)N=C1SCCN1Cc1ccc(Cl)nc1. As a reaction SMILES: [C:20](=[O:21])([O-:22])[O-:23].[CH3:26][C:27]#[N:28].[Cl:15][C:16](=[O:17])[O:18][CH3:19].[Cl:1][c:2]1[n:3][cH:4][c:5]([CH2:8][N:9]2[C:10](=[NH:14])[S:11][CH2:12][CH2:13]2)[cH:6][cH:7]1.[K+:24].[K+:25]>>[Cl:1][c:2]1[n:3][cH:4][c:5]([CH2:8][N:9]2[C:10](=[N:14][C:16](=[O:17])[O:18][CH3:19])[S:11][CH2:12][CH2:13]2)[cH:6][cH:7]1. Starting materials: COC(=O)Cc1cc(Cl)c(-c2ccc(-c3nc(C(N)=O)c(C)nc3C)cc2)cc1Cl, CC(C)(C)O, Cl, [K+], [OH-]. The product is Cc1nc(C)c(-c2ccc(-c3cc(Cl)c(CC(=O)O)cc3Cl)cc2)nc1C(N)=O. As a reaction SMILES: [C:3]([NH2:4])(=[O:5])[c:6]1[c:7]([CH3:32])[n:8][c:9]([CH3:31])[c:10](-[c:12]2[cH:13][cH:14][c:15](-[c:18]3[c:19]([Cl:30])[cH:20][c:21]([CH2:25][C:26](=[O:27])[O:28][CH3:29])[c:22]([Cl:24])[cH:23]3)[cH:16][cH:17]2)[n:11]1.[CH3:34][C:35]([OH:36])([CH3:37])[CH3:38].[ClH:33].[K+:2].[OH-:1]>>[C:3]([NH2:4])(=[O:5])[c:6]1[c:7]([CH3:32])[n:8][c:9]([CH3:31])[c:10](-[c:12]2[cH:13][cH:14][c:15](-[c:18]3[c:19]([Cl:30])[cH:20][c:21]([CH2:25][C:26](=[O:27])[OH:28])[c:22]([Cl:24])[cH:23]3)[cH:16][cH:17]2)[n:11]1. Procedure details: A suspension of mercaptoamine hydrochloride 7 (589 mg, 4.22 mmol) in anhydrous MeCN (3.2 ml) was stirred under a N2 atmosphere with ice-bath cooling. The mixture was treated with N,N-diisopropylethylamine (1.69 ml, 9.71 mmol), stirred 5 min, and treated with chlorotrimethyl silane (0.70 ml, 5.52 mmol). After stirring 10 more minutes in the cold, the mixture was treated with a solution of p-nitrobenzyl chloroformate (910 mg, 4.22 mmol) in MeCN (1.0 ml) followed by more N,N-diisopropylethylamine (... Run at time 1 hour. As a reaction SMILES: Cl.[SH:2][C@H:3]1[CH2:7][CH2:6][NH:5][CH2:4]1.C(N(CC)C(C)C)(C)C.Cl[Si](C)(C)C.Cl[C:23]([O:25][CH2:26][C:27]1[CH:32]=[CH:31][C:30]([N+:33]([O-:35])=[O:34])=[CH:29][CH:28]=1)=[O:24]>CC#N.CCOC(C)=O>[N+:33]([C:30]1[CH:29]=[CH:28][C:27]([CH2:26][O:25][C:23]([N:5]2[CH2:6][CH2:7][C@H:3]([SH:2])[CH2:4]2)=[O:24])=[CH:32][CH:31]=1)([O-:35])=[O:34] |f:0.1|. The product is [N+](=O)([O-])C1=CC=C(COC(=O)N2C[C@H](CC2)S)C=C1 ((S)-N-(p-Nitrobenzyloxycarbonyl)-3-mercaptopyrrolidine). The solvent is CCOC(=O)C (EtOAc), CC#N (MeCN), CC#N (MeCN). The reactants are ClC(=O)OCC1=CC=C(C=C1)[N+](=O)[O-] (p-nitrobenzyl chloroformate), Cl.S[C@@H]1CNCC1 ((S)-3-Mercaptopyrrolidine hydrochloride), C(C)(C)N(C(C)C)CC (N,N-diisopropylethylamine), Cl[Si](C)(C)C (chlorotrimethyl silane), C(C)(C)N(C(C)C)CC (N,N-diisopropylethylamine). Isolated yield 72.0%. Starting materials: O=C1CCC(=O)N1Br, Nc1nc(C(F)(F)F)cs1. Yields the product Nc1nc(C(F)(F)F)c(Br)s1. As a reaction SMILES: [Br:11][N:12]1[C:13](=[O:14])[CH2:15][CH2:16][C:17]1=[O:18].[F:1][C:2]([c:3]1[n:4][c:5]([NH2:8])[s:6][cH:7]1)([F:9])[F:10]>>[F:1][C:2]([c:3]1[n:4][c:5]([NH2:8])[s:6][c:7]1[Br:11])([F:9])[F:10]. The reactants are [OH-].[Na+] (NaOH), C(=O)N1CCN(CC1)CCCNC1=CC=C(CC#N)C=C1 (4-[3-(4-formyl-1-piperazinyl)propylamino]benzylcyanide), N(=O)C=1C(=NC(=NC1N)N)N (5-nitroso-2,4,6-triamino-pyrimidine), C(C)OCC[O-].[Na+] (sodium-(2-ethoxy-ethoxide)). Run in C(C)OCCO (2-ethoxyethanol), CCOCC (ether). Reaction conditions: time 2.5 hour. The product is N1(CCNCC1)CCCNC1=CC=C(C=C1)C=1N=C2C(=NC(=NC2=NC1N)N)N (6-[4-[3-(1-Piperazinyl)propylamino]phenyl]-2,4,7-triamino-pteridine). Yield: 64.8%. Reaction SMILES: C([N:3]1[CH2:8][CH2:7][N:6]([CH2:9][CH2:10][CH2:11][NH:12][C:13]2[CH:21]=[CH:20][C:16]([CH2:17][C:18]#[N:19])=[CH:15][CH:14]=2)[CH2:5][CH2:4]1)=O.[N:22]([C:24]1[C:25]([NH2:32])=[N:26][C:27]([NH2:31])=[N:28][C:29]=1[NH2:30])=O.C(OCC[O-])C.[Na+].[OH-].[Na+]>C(OCCO)C.CCOCC>[N:6]1([CH2:9][CH2:10][CH2:11][NH:12][C:13]2[CH:14]=[CH:15][C:16]([C:17]3[N:22]=[C:24]4[C:25](=[N:32][C:18]=3[NH2:19])[N:26]=[C:27]([NH2:31])[N:28]=[C:29]4[NH2:30])=[CH:20][CH:21]=2)[CH2:5][CH2:4][NH:3][CH2:8][CH2:7]1 |f:2.3,4.5|. Reported procedure: A mixture of 4-[3-(4-formyl-1-piperazinyl)propylamino]benzylcyanide (1.15 g, 4.0 mmol), 5-nitroso-2,4,6-triamino-pyrimidine (0.56 g, 3.6 mmol) and 0.2N sodium-(2-ethoxy-ethoxide) in 2-ethoxyethanol (18 ml) was stirred under reflux for 3 hours, then NaOH (0.14 g, 3.5 mmol) was added and stirring under reflux was continued for further 2.5 hours. After cooling the mixture was diluted with 100 ml of ether. The separated precipitate was collected, washed with ether, then with water and dried to affor... The reactants are ClCCCl, CCN(C(C)C)C(C)C, [Cl-], ClCCl, O=C(O)c1ccc(-c2ccccc2F)c2c3c([nH]c12)CCC(O)C3, [NH4+], CN(C)C=O. Product: NC(=O)c1ccc(-c2ccccc2F)c2c3c([nH]c12)CCC(O)C3. Reaction SMILES: [CH2:27]([Cl:28])[CH2:29][Cl:30].[CH:31]([N:34]([CH2:32][CH3:33])[CH:35]([CH3:36])[CH3:37])([CH3:38])[CH3:39].[Cl-:25].[Cl:45][CH2:46][Cl:47].[F:1][c:2]1[c:3](-[c:8]2[c:9]3[c:10]4[c:15]([nH:16][c:17]3[c:18]([C:21](=[O:22])[OH:23])[cH:19][cH:20]2)[CH2:14][CH2:13][CH:12]([OH:24])[CH2:11]4)[cH:4][cH:5][cH:6][cH:7]1.[NH4+:26].[O:40]=[CH:41][N:42]([CH3:43])[CH3:44]>>[F:1][c:2]1[c:3](-[c:8]2[c:9]3[c:10]4[c:15]([nH:16][c:17]3[c:18]([C:21](=[O:22])[NH2:34])[cH:19][cH:20]2)[CH2:14][CH2:13][CH:12]([OH:24])[CH2:11]4)[cH:4][cH:5][cH:6][cH:7]1. The reactants are solution, C[Si](C)(C)[N-][Si](C)(C)C.[K+] (potassium bis(trimethylsilyl)amide), BrCCCCCCO[Si](C)(C)C(C)(C)C ([(6-bromohexyl)oxy]-(1,1-dimethylethyl)dimethyl silane), CCCCCC.C(C)(=O)OCC (hexane ethyl acetate), C(C)(=O)C1=CC=2NC3=CC=CC=C3SC2C=C1 (2-acetylphenothiazine). Run in C1(=CC=CC=C1)C (toluene), O1CCCC1 (tetrahydrofuran), C(C)(=O)OCC (ethyl acetate), O1CCCC1 (tetrahydrofuran). Reaction conditions: time 5 minute. Product: CC(C)(C)[Si](OCCCCCCN1C2=CC=CC=C2SC=2C=CC(=CC12)C(C)=O)(C)C (1-[10-[6-[[(1,1-dimethylethyl)dimethylsilyl]oxy]hexyl]-10H-phenothiazin-2-yl]ethanone). The yield is 33.0%. Reaction SMILES: [C:1]([C:4]1[CH:17]=[CH:16][C:15]2[S:14][C:13]3[C:8](=[CH:9][CH:10]=[CH:11][CH:12]=3)[NH:7][C:6]=2[CH:5]=1)(=[O:3])[CH3:2].C[Si]([N-][Si](C)(C)C)(C)C.[K+].Br[CH2:29][CH2:30][CH2:31][CH2:32][CH2:33][CH2:34][O:35][Si:36]([C:39]([CH3:42])([CH3:41])[CH3:40])([CH3:38])[CH3:37].CCCCCC.C(OCC)(=O)C>O1CCCC1.C1(C)C=CC=CC=1.C(OCC)(=O)C>[CH3:41][C:39]([Si:36]([CH3:37])([CH3:38])[O:35][CH2:34][CH2:33][CH2:32][CH2:31][CH2:30][CH2:29][N:7]1[C:6]2[CH:5]=[C:4]([C:1](=[O:3])[CH3:2])[CH:17]=[CH:16][C:15]=2[S:14][C:13]2[C:8]1=[CH:9][CH:10]=[CH:11][CH:12]=2)([CH3:40])[CH3:42] |f:1.2,4.5|. Reported procedure: A solution of 500 mg (2.07 mmol) of 2-acetylphenothiazine in 8 mL of tetrahydrofuran is cooled to -78° C. and 4.14 mL (2.07 mmol) of a 0.5M solution of potassium bis(trimethylsilyl)amide in toluene is added. After five minutes, a solution of [(6-bromohexyl)oxy]-(1,1-dimethylethyl)dimethyl silane in 2 mL of tetrahydrofuran is added and the reaction is allowed to warm to room temperature. The mixture is diluted with 25 mL of ethyl acetate and washed with 10% sodium bisulfate solution and saturated... Starting materials: C(C)OC(=O)C1=CNCCC2=C1NC=1C=CC(=CC21)Br (9-bromo-1,2,3,6-tetrahydroazepino[4,5-b]indole-5-carboxylic acid ethyl ester), FC1=CC=C(C(=O)Cl)C=C1 (4-fluorobenzoyl chloride). The product is C(C)OC(=O)C1=CN(CCC2=C1NC=1C=CC(=CC21)Br)C(C2=CC=C(C=C2)F)=O (9-Bromo-3-(4-Fluorobenzoyl)-1,2,3,6-Tetrahydroazepino[4,5-b]Indole-5-Carboxylic Acid Ethyl Ester). RXN SMILES: [CH2:1]([O:3][C:4]([C:6]1[C:12]2[NH:13][C:14]3[CH:15]=[CH:16][C:17]([Br:20])=[CH:18][C:19]=3[C:11]=2[CH2:10][CH2:9][NH:8][CH:7]=1)=[O:5])[CH3:2].[F:21][C:22]1[CH:30]=[CH:29][C:25]([C:26](Cl)=[O:27])=[CH:24][CH:23]=1>>[CH2:1]([O:3][C:4]([C:6]1[C:12]2[NH:13][C:14]3[CH:15]=[CH:16][C:17]([Br:20])=[CH:18][C:19]=3[C:11]=2[CH2:10][CH2:9][N:8]([C:26](=[O:27])[C:25]2[CH:29]=[CH:30][C:22]([F:21])=[CH:23][CH:24]=2)[CH:7]=1)=[O:5])[CH3:2]. Reported procedure: The title compound was prepared in a manner similar to that described in Example 2A by using 9-bromo-1,2,3,6-tetrahydroazepino[4,5-b]indole-5-carboxylic acid ethyl ester and 4-fluorobenzoyl chloride; 1H-NMR (CDCl3): δ 10.56 (1H, s), 7.98 (1H, s), 7.56 (3H, m), 7.19 (1H, m), 7.09 (2H, m), 4.17 (4H, m), 3.13 (2H, m), 1.13 (3H, t). MS (ESI): 457, 459 (MH+). The reactants are N(=NC(=O)OCC)C(=O)OCC (diethyl azodicarboxylate), OC1=CC=C(CN2C=C(C(=C2)C2=CC=CC=C2)CCC(=O)OCC)C=C1 (ethyl 3-[1-(4-hydroxybenzyl)-4-phenyl-3-pyrrolyl]propionate), O1C=C(C=C1)CO (3-furanmethanol), C1(=CC=CC=C1)P(C1=CC=CC=C1)C1=CC=CC=C1 (triphenylphosphine). Run in O1CCCC1 (tetrahydrofuran), C1(=CC=CC=C1)C (toluene). Run at time 8 hour. Product: O1C=C(C=C1)COC1=CC=C(CN2C=C(C(=C2)C2=CC=CC=C2)CCC(=O)OCC)C=C1 (ethyl 3-[1-[4-(3-furylmethoxy)benzyl]-4-phenyl-3-pyrrolyl]propionate). Isolated yield 45.0%. As a reaction SMILES: N(C(OCC)=O)=NC(OCC)=O.[OH:13][C:14]1[CH:38]=[CH:37][C:17]([CH2:18][N:19]2[CH:23]=[C:22]([C:24]3[CH:29]=[CH:28][CH:27]=[CH:26][CH:25]=3)[C:21]([CH2:30][CH2:31][C:32]([O:34][CH2:35][CH3:36])=[O:33])=[CH:20]2)=[CH:16][CH:15]=1.[O:39]1[CH:43]=[CH:42][C:41]([CH2:44]O)=[CH:40]1.C1(P(C2C=CC=CC=2)C2C=CC=CC=2)C=CC=CC=1>O1CCCC1.C1(C)C=CC=CC=1>[O:39]1[CH:43]=[CH:42][C:41]([CH2:44][O:13][C:14]2[CH:38]=[CH:37][C:17]([CH2:18][N:19]3[CH:23]=[C:22]([C:24]4[CH:29]=[CH:28][CH:27]=[CH:26][CH:25]=4)[C:21]([CH2:30][CH2:31][C:32]([O:34][CH2:35][CH3:36])=[O:33])=[CH:20]3)=[CH:16][CH:15]=2)=[CH:40]1. Reported procedure: A toluene solution (1.04 g) of 40% diethyl azodicarboxylate was added dropwise slowly to a mixture of ethyl 3-[1-(4-hydroxybenzyl)-4-phenyl-3-pyrrolyl]propionate (699 mg), 3-furanmethanol (0.172 ml), triphenylphosphine (577 mg) and tetrahydrofuran (20 ml) at room temperature. After the solution was stirred at room temperature overnight, the reaction solvent was removed under reduced pressure. The residue was subjected to silica gel column chromatography, and ethyl 3-[1-[4-(3-furylmethoxy)benzyl]...